Dataset: the Open Reaction Database (ORD), a public repository of structured organic reaction records. Task: describe an organic reaction: reactants, conditions, products, and yield Starting materials: CC(C)(O)Cn1ccc(NC(=O)C(CC2CCCC2)n2ncc(Sc3ccccc3)cc2=O)n1, O=C(OO)c1cccc(Cl)c1, C1CCOC1. The product is CC(C)(O)Cn1ccc(NC(=O)C(CC2CCCC2)n2ncc(S(=O)c3ccccc3)cc2=O)n1. As a reaction SMILES: [CH:1]1([CH2:6][CH:7]([C:8](=[O:9])[NH:10][c:11]2[n:12][n:13]([CH2:16][C:17]([CH3:18])([CH3:19])[OH:20])[cH:14][cH:15]2)[n:21]2[n:22][cH:23][c:24]([S:28][c:29]3[cH:30][cH:31][cH:32][cH:33][cH:34]3)[cH:25][c:26]2=[O:27])[CH2:2][CH2:3][CH2:4][CH2:5]1.[Cl:35][c:36]1[cH:37][cH:38][cH:39][c:40]([C:41]([O:42][OH:44])=[O:43])[cH:45]1.[O:46]1[CH2:47][CH2:48][CH2:49][CH2:50]1>>[CH:1]1([CH2:6][CH:7]([C:8](=[O:9])[NH:10][c:11]2[n:12][n:13]([CH2:16][C:17]([CH3:18])([CH3:19])[OH:20])[cH:14][cH:15]2)[n:21]2[n:22][cH:23][c:24]([S:28]([c:29]3[cH:30][cH:31][cH:32][cH:33][cH:34]3)=[O:43])[cH:25][c:26]2=[O:27])[CH2:2][CH2:3][CH2:4][CH2:5]1. Reactants: C(C1=CC=CC=C1)Cl (Benzyl chloride), C1(=CC=CC=C1)C1C2=C(CNC1)SC=C2 (4-phenyl-4,5,6,7-tetrahydro-thieno[2,3-c]pyridine), Cl (Hydrochloride). Run in C(C)(C)O (isopropanol). Product: C(C1=CC=CC=C1)N1CC2=C(C(C1)C1=CC=CC=C1)C=CS2 (6-Benzyl-4-phenyl-4,5,6,7-tetrahydro-thieno[2,3-c]pyridine). Yield: 52.0%. RXN SMILES: [CH2:1](Cl)[C:2]1[CH:7]=[CH:6][CH:5]=[CH:4][CH:3]=1.[C:9]1([CH:15]2[CH2:20][NH:19][CH2:18][C:17]3[S:21][CH:22]=[CH:23][C:16]2=3)[CH:14]=[CH:13][CH:12]=[CH:11][CH:10]=1.Cl>C(O)(C)C>[CH2:1]([N:19]1[CH2:20][CH:15]([C:9]2[CH:14]=[CH:13][CH:12]=[CH:11][CH:10]=2)[C:16]2[CH:23]=[CH:22][S:21][C:17]=2[CH2:18]1)[C:2]1[CH:7]=[CH:6][CH:5]=[CH:4][CH:3]=1. Reported procedure: Benzyl chloride is condensed with 4-phenyl-4,5,6,7-tetrahydro-thieno[2,3-c]pyridine (Example 3), according to the procedure of Example 8. Hydrochloride; M.p. = 185° C (isopropanol); Yield: 52%. Reactants: CC(=O)SCC(C)C(=O)N(CC(=O)OC(C)(C)C)C1CCC1, ClCCl, C[Si](C)(C)I. Yields the product CC(=O)SCC(C)C(=O)N(CC(=O)O)C1CCC1. RXN SMILES: [C:1]([CH3:2])([CH3:3])([CH3:4])[O:5][C:6]([CH2:7][N:8]([CH:9]1[CH2:10][CH2:11][CH2:12]1)[C:13]([CH:14]([CH2:15][S:16][C:17]([CH3:18])=[O:19])[CH3:20])=[O:21])=[O:22].[CH2:28]([Cl:29])[Cl:30].[CH3:23][Si:24]([I:25])([CH3:26])[CH3:27]>>[O:5]=[C:6]([CH2:7][N:8]([CH:9]1[CH2:10][CH2:11][CH2:12]1)[C:13]([CH:14]([CH2:15][S:16][C:17]([CH3:18])=[O:19])[CH3:20])=[O:21])[OH:22]. Reactants: C(C)C1=CC=C(C=C1)C1=NSC(O1)=O (5-(4-ethylphenyl)-2H-1,3,4-oxathiazol-2-one), FC(C#CC(=O)OCC)(C(F)(F)F)F (ethyl 4,4,5,5,5-pentafluoropent-2-ynoate), ClC1=CC(=CC=C1)Cl (1,3-dichlorobenzene). Reaction conditions: temperature 150 celsius, time 16 hour. Yields the product C(C)C1=CC=C(C=C1)C1=NSC(=C1C(=O)OCC)C(C(F)(F)F)(F)F (Ethyl 3-(4-ethylphenyl)-5-(perfluoroethyl)isothiazole-4-carboxylate). Yield: 67.5%. RXN SMILES: [CH2:1]([C:3]1[CH:8]=[CH:7][C:6]([C:9]2OC(=O)[S:11][N:10]=2)=[CH:5][CH:4]=1)[CH3:2].[F:15][C:16]([F:28])([C:24]([F:27])([F:26])[F:25])[C:17]#[C:18][C:19]([O:21][CH2:22][CH3:23])=[O:20].ClC1C=CC=C(Cl)C=1>>[CH2:1]([C:3]1[CH:8]=[CH:7][C:6]([C:9]2[C:18]([C:19]([O:21][CH2:22][CH3:23])=[O:20])=[C:17]([C:16]([F:28])([F:15])[C:24]([F:25])([F:26])[F:27])[S:11][N:10]=2)=[CH:5][CH:4]=1)[CH3:2]. Reported procedure: Into a 10-mL sealed tube, was placed 5-(4-ethylphenyl)-2H-1,3,4-oxathiazol-2-one (155 mg, 0.75 mmol, 1.00 equiv), ethyl 4,4,5,5,5-pentafluoropent-2-ynoate (250 mg, 1.16 mmol, 1.55 equiv), 1,3-dichlorobenzene (3 mL). The resulting solution was stirred for 16 h at 150° C. in an oil bath. The reaction progress was monitored by LCMS. The resulting mixture was concentrated under vacuum. The residue was applied onto a silica gel column with ethyl acetate/petroleum ether (1:19). The resulted in a mixtu... Starting materials: OC1=CC=C(C=O)C=C1 (p-hydroxybenzaldehyde), N1=C(C)C=CC2=CC=CC=C12 (quinaldine), C(C)(=O)OC(C)=O (acetic anhydride). Conditions: temperature 130 celsius. Product: C(C)(=O)OC1=CC=C(C=C1)C=CC1=NC2=CC=CC=C2C=C1 (2-(2-(4-acetoxyphenyl)ethenyl)quinoline). RXN SMILES: [OH:1][C:2]1[CH:9]=[CH:8][C:5]([CH:6]=O)=[CH:4][CH:3]=1.[N:10]1[C:20]2[C:15](=[CH:16][CH:17]=[CH:18][CH:19]=2)[CH:14]=[CH:13][C:11]=1[CH3:12].[C:21](OC(=O)C)(=[O:23])[CH3:22]>>[C:21]([O:1][C:2]1[CH:9]=[CH:8][C:5]([CH:6]=[CH:12][C:11]2[CH:13]=[CH:14][C:15]3[C:20](=[CH:19][CH:18]=[CH:17][CH:16]=3)[N:10]=2)=[CH:4][CH:3]=1)(=[O:23])[CH3:22]. Procedure: A solution of 25 g of p-hydroxybenzaldehyde and 28 ml of quinaldine is 100 ml of acetic anhydride are heated at 130° C. overnight. The reaction mixture is concentrated in vacuo and then passed through a flash silica gel column slurry packed with hexanes and eluted with 15% acetone in hexanes. Concentration of the desired fractions gives a yellow solid which is recrystalized from Et2O/hexanes to give 2-(2-(4-acetoxyphenyl)ethenyl)quinoline (M.P. 127°-128° C.). The reactants are COC1=CC=C(CCBr)C=C1 (4-methoxyphenethyl bromide), C([O-])([O-])=O.[Na+].[Na+] (sodium carbonate), C[C@@]1(NCCC1)C(=O)O ((S)-2-methylproline), Cl (hydrochloric acid). Solvent: C(C)O (ethanol), C(C)(=O)O (acetic acid). Yields the product COC1=CC=C(CCN2[C@](C(=O)O)(CCC2)C)C=C1 ((S)-1-(4-Methoxyphenethyl)-2-methylproline). Yield: 73.6%. As a reaction SMILES: [CH3:1][C@@:2]1([C:7]([OH:9])=[O:8])[CH2:6][CH2:5][CH2:4][NH:3]1.[CH3:10][O:11][C:12]1[CH:20]=[CH:19][C:15]([CH2:16][CH2:17]Br)=[CH:14][CH:13]=1.C(=O)([O-])[O-].[Na+].[Na+].Cl>C(O)C.C(O)(=O)C>[CH3:10][O:11][C:12]1[CH:20]=[CH:19][C:15]([CH2:16][CH2:17][N:3]2[CH2:4][CH2:5][CH2:6][C@@:2]2([CH3:1])[C:7]([OH:9])=[O:8])=[CH:14][CH:13]=1 |f:2.3.4|. Procedure details: A mixture of (S)-2-methylproline (1.47 g) (prepared by the method of D. Seebach et al., JACS, 105, 5390 (1983)), 4-methoxyphenethyl bromide (1.72 g) and sodium carbonate (2.12 g) in ethanol (30 ml) was heated under reflux for 48 hours, adjusted to pH8 with 2M hydrochloric acid, treated with glacial acetic acid to pH7, filtered and evaporated under reduced pressure. The residue was triturated with ethanol, filtered and evaporated under reduced pressure to give the title compound as a brown gum, (... Starting materials: C(#N)CC1(CNC1)N1N=CC(=C1)C1=CC=2N(N=C1)C(=CN2)C=2C=C(C=CC2)NC(=O)NCC(F)(F)F (N-[3-(7-{1-[3-(cyanomethyl)azetidin-3-yl]-1H-pyrazol-4-yl}imidazo[1,2-b]pyridazin-3-yl)phenyl]-N′-(2,2,2-trifluoroethyl)urea), COCC(=O)Cl (methoxyacetyl chloride). The product is C(#N)CC1(CN(C1)C(COC)=O)N1N=CC(=C1)C1=CC=2N(N=C1)C(=CN2)C=2C=C(C=CC2)NC(=O)NCC(F)(F)F (N-[3-(7-{1-[3-(Cyanomethyl)-1-(methoxyacetyl)azetidin-3-yl]-1H-pyrazol-4-yl}imidazo[1,2-b]pyridazin-3-yl)phenyl]-N′-(2,2,2-trifluoroethyl)urea). As a reaction SMILES: [C:1]([CH2:3][C:4]1([N:8]2[CH:12]=[C:11]([C:13]3[CH:18]=[N:17][N:16]4[C:19]([C:22]5[CH:23]=[C:24]([NH:28][C:29]([NH:31][CH2:32][C:33]([F:36])([F:35])[F:34])=[O:30])[CH:25]=[CH:26][CH:27]=5)=[CH:20][N:21]=[C:15]4[CH:14]=3)[CH:10]=[N:9]2)[CH2:7][NH:6][CH2:5]1)#[N:2].[CH3:37][O:38][CH2:39][C:40](Cl)=[O:41]>>[C:1]([CH2:3][C:4]1([N:8]2[CH:12]=[C:11]([C:13]3[CH:18]=[N:17][N:16]4[C:19]([C:22]5[CH:23]=[C:24]([NH:28][C:29]([NH:31][CH2:32][C:33]([F:35])([F:36])[F:34])=[O:30])[CH:25]=[CH:26][CH:27]=5)=[CH:20][N:21]=[C:15]4[CH:14]=3)[CH:10]=[N:9]2)[CH2:5][N:6]([C:40](=[O:41])[CH2:39][O:38][CH3:37])[CH2:7]1)#[N:2]. Reported procedure: This compound was prepared by using procedures analogous to those described for the synthesis of Example 73, Step 4 starting from N-[3-(7-{1-[3-(cyanomethyl)azetidin-3-yl]-1H-pyrazol-4-yl}imidazo[1,2-b]pyridazin-3-yl)phenyl]-N′-(2,2,2-trifluoroethyl)urea and methoxyacetyl chloride. LCMS (M+H)+: m/z=568.2. Starting materials: Cc1cc(-c2cccc(C(=O)CC(=O)Nc3cc(C(F)(F)F)c(N(C)CC(C)C)cc3NC(=O)OC(C)(C)C)c2)on1, ClCCl, O=C(O)C(F)(F)F. Yields the product Cc1cc(-c2cccc(C3=Nc4cc(N(C)CC(C)C)c(C(F)(F)F)cc4NC(=O)C3)c2)on1. Reaction SMILES: [C:1]([O:2][C:3](=[O:4])[NH:7][c:8]1[c:9]([NH:24][C:25]([CH2:26][C:27](=[O:5])[c:29]2[cH:30][c:31](-[c:35]3[cH:36][c:37]([CH3:40])[n:38][o:39]3)[cH:32][cH:33][cH:34]2)=[O:41])[cH:10][c:11]([C:20]([F:21])([F:22])[F:23])[c:12]([N:14]([CH3:15])[CH2:16][CH:17]([CH3:18])[CH3:19])[cH:13]1)([CH3:6])([CH3:28])[CH3:42].[Cl:50][CH2:51][Cl:52].[F:43][C:44]([F:45])([F:46])[C:47]([OH:48])=[O:49]>>[N:7]1=[C:27]([c:29]2[cH:30][c:31](-[c:35]3[cH:36][c:37]([CH3:40])[n:38][o:39]3)[cH:32][cH:33][cH:34]2)[CH2:26][C:25](=[O:41])[NH:24][c:9]2[c:8]1[cH:13][c:12]([N:14]([CH3:15])[CH2:16][CH:17]([CH3:18])[CH3:19])[c:11]([C:20]([F:21])([F:22])[F:23])[cH:10]2.